Task: describe an organic reaction: reactants, conditions, products, and yield. Dataset: the Open Reaction Database (ORD), a public repository of structured organic reaction records The reactants are CCOC(=O)C (EtOAc), C(C)(C)(C)[Si](C)(C)Cl (tert-Butyl-chloro-dimethyl-silane), N1C=NC=C1 (imidazole), FC1=C(C=O)C=C(C=C1)O (2-Fluoro-5-hydroxy-benzaldehyde). The solvent is CN(C)C=O (DMF). Run at time 2 hour. Product: C(C)(C)(C)[Si](OC=1C=CC(=C(C=O)C1)F)(C)C (5-(tert-Butyl-dimethyl-silanyloxy)-2-fluoro-benzaldehyde). RXN SMILES: [F:1][C:2]1[CH:9]=[CH:8][C:7]([OH:10])=[CH:6][C:3]=1[CH:4]=[O:5].[C:11]([Si:15](Cl)([CH3:17])[CH3:16])([CH3:14])([CH3:13])[CH3:12].N1C=CN=C1.CCOC(C)=O>CN(C=O)C>[C:11]([Si:15]([CH3:17])([CH3:16])[O:10][C:7]1[CH:8]=[CH:9][C:2]([F:1])=[C:3]([CH:6]=1)[CH:4]=[O:5])([CH3:14])([CH3:13])[CH3:12]. Reported procedure: Compound 508 (1.5 g, 10.7 mmol) was dissolved in dry DMF (40 mL) under an argon atmosphere. tert-Butyl-chloro-dimethyl-silane (2.43 g, 16.1 mmol) and imidazole (1.1 g, 16.1 mmol) was added. Stirred at RT for 2 h, added EtOAc (250 mL) and then washed with water (2×100 mL), 4% MgSO4 (2×75 mL), dried (MgSO4), filtered, and concentrated in vacuo to afford the crude product as yellow oil. Purified by chromatography using EtOAc/petroleum ether (40-60)(1:20) as the eluent, affording the title compound ... The reactants are C(C(=C)C)(=O)OC (methyl methacrylate), C(CCCCCCCCCCC)O (1-dodecanol), C1=CC=CC=2SC3=CC=CC=C3NC12 (phenothiazine), reaction. Conditions: time 6 hour. The product is C(C(=C)C)(=O)OCCCCCCCCCCCC (Dodecyl Methacrylate). RXN SMILES: [C:1]([O:6][CH3:7])(=[O:5])[C:2]([CH3:4])=[CH2:3].[CH2:8](O)[CH2:9][CH2:10][CH2:11][CH2:12][CH2:13][CH2:14][CH2:15][CH2:16][CH2:17][CH2:18]C.C1C2NC3C(=CC=CC=3)SC=2C=CC=1>>[C:1]([O:6][CH2:7][CH2:18][CH2:17][CH2:16][CH2:15][CH2:14][CH2:13][CH2:12][CH2:11][CH2:10][CH2:9][CH3:8])(=[O:5])[C:2]([CH3:4])=[CH2:3]. Reported procedure: Two hundred six grams of a reaction mix containing a 5:1 mole ratio of methyl methacrylate, 1-dodecanol, and 100 ppm phenothiazine as inhibitor were added to a 500 ml flask equipped with an agitatior, thermocouple, and a 10-tray Oldershaw fractional distillation column. Thirty grams of the heterogeneous zirconium vinylbenzyl acetylacetonate/styrene/divinylbenzene catalyst was added. The mixture was heated to reflux at atmospheric pressure while an azeotropic mixture of methyl methacrylate and me... Reactants: C(C)(C)(C)OC(=O)N1CCC=2C(=NNC2CC1)C1=CC=C(C=C1)Cl (3-(4-chloro-phenyl)-4,5,7,8-tetrahydro-1H-1,2,6-triaza-azulene-6-carboxylic acid tert-butyl ester), C1(CCCCC1)CBr (cyclohexylmethyl bromide), C(C)(C)(C)OC(=O)N1CCC2=C(N(N=C2CC1)CC1CCCCC1)C1=CC=C(C=C1)Cl (3-(4-chloro-phenyl)-2-cyclohexylmethyl-4,5,7,8-tetrahydro-2H-1,2,6-triaza-azulene-6-carboxylic acid tert-butyl ester). The product is ClC1=CC=C(C=C1)C1=NN(C=2CCNCCC12)CC1CCCCC1 (3-(4-Chloro-phenyl)-1-cyclohexylmethyl-1,4,5,6,7,8-hexahydro-1,2,6-triaza-azulene). Isolated yield 53.5%. RXN SMILES: C(OC([N:8]1[CH2:17][CH2:16][C:15]2[NH:14][N:13]=[C:12]([C:18]3[CH:23]=[CH:22][C:21]([Cl:24])=[CH:20][CH:19]=3)[C:11]=2[CH2:10][CH2:9]1)=O)(C)(C)C.[CH:25]1([CH2:31]Br)[CH2:30][CH2:29][CH2:28][CH2:27][CH2:26]1.C(OC(N1CCC2C(=C(C3C=CC(Cl)=CC=3)N(CC3CCCCC3)N=2)CC1)=O)(C)(C)C>>[Cl:24][C:21]1[CH:20]=[CH:19][C:18]([C:12]2[C:11]3[CH2:10][CH2:9][NH:8][CH2:17][CH2:16][C:15]=3[N:14]([CH2:31][CH:25]3[CH2:30][CH2:29][CH2:28][CH2:27][CH2:26]3)[N:13]=2)=[CH:23][CH:22]=1. Procedure: The title compound (0.09 g) was prepared from 3-(4-chloro-phenyl)-4,5,7,8-tetrahydro-1H-1,2,6-triaza-azulene-6-carboxylic acid tert-butyl ester (Example 103, Step B; 170 mg) using cyclohexylmethyl bromide (2 mmol) in place of 2-chloromethyl-thiophene. The reaction sequence also yielded 3-(4-chloro-phenyl)-2-cyclohexylmethyl-4,5,7,8-tetrahydro-2H-1,2,6-triaza-azulene-6-carboxylic acid tert-butyl ester in the alkylation step. MS (ESI): exact mass calculated for C20H26ClN3, 343.18. found, m/z 344.3... Reactants: OC1=CC=C(C=C1)C1C(CN(CC1)C(=O)OC(C)(C)C)OCC1=CC=C2CCC(N(C2=C1)CCCOC)=O (tert-butyl 4-(4-hydroxyphenyl)-3-[1-(3-methoxypropyl)-2-oxo-1,2,3,4-tetrahydroquinolin-7-ylmethoxy]piperidine-1-carboxylate), BrCCCOC1=C(C=CC=C1C)OC (2-(3-bromopropoxy)-1-methoxy-3-methylbenzene). The product is COC1=C(OCCCOC2=CC=C(C=C2)C2C(CN(CC2)C(=O)OC(C)(C)C)OCC2=CC=C3CCC(N(C3=C2)CCCOC)=O)C(=CC=C1)C (tert-Butyl 4-{4-[3-(2-methoxy-6-methylphenoxy)propoxy]phenyl}-3-[1-(3-methoxypropyl)-2-oxo-1,2,3,4-tetrahydroquinolin-7-ylmethoxy]piperidine-1-carboxylate). Reaction SMILES: [OH:1][C:2]1[CH:7]=[CH:6][C:5]([CH:8]2[CH2:13][CH2:12][N:11]([C:14]([O:16][C:17]([CH3:20])([CH3:19])[CH3:18])=[O:15])[CH2:10][CH:9]2[O:21][CH2:22][C:23]2[CH:32]=[C:31]3[C:26]([CH2:27][CH2:28][C:29](=[O:38])[N:30]3[CH2:33][CH2:34][CH2:35][O:36][CH3:37])=[CH:25][CH:24]=2)=[CH:4][CH:3]=1.Br[CH2:40][CH2:41][CH2:42][O:43][C:44]1[C:49]([CH3:50])=[CH:48][CH:47]=[CH:46][C:45]=1[O:51][CH3:52]>>[CH3:52][O:51][C:45]1[CH:46]=[CH:47][CH:48]=[C:49]([CH3:50])[C:44]=1[O:43][CH2:42][CH2:41][CH2:40][O:1][C:2]1[CH:7]=[CH:6][C:5]([CH:8]2[CH2:13][CH2:12][N:11]([C:14]([O:16][C:17]([CH3:19])([CH3:20])[CH3:18])=[O:15])[CH2:10][CH:9]2[O:21][CH2:22][C:23]2[CH:32]=[C:31]3[C:26]([CH2:27][CH2:28][C:29](=[O:38])[N:30]3[CH2:33][CH2:34][CH2:35][O:36][CH3:37])=[CH:25][CH:24]=2)=[CH:4][CH:3]=1. Procedure: Analogously to Method I, 0.100 g of tert-butyl 4-(4-hydroxyphenyl)-3-[1-(3-methoxypropyl)-2-oxo-1,2,3,4-tetrahydroquinolin-7-ylmethoxy]piperidine-1-carboxylate (Example 44d) and 0.065 g of 2-(3-bromopropoxy)-1-methoxy-3-methylbenzene are used to prepare the title compound. Rf=0.26 (2:1 EtOAc-heptane); Rt=6.05.